Dataset: the Open Reaction Database (ORD), a public repository of structured organic reaction records. Task: describe an organic reaction: reactants, conditions, products, and yield The product is N#Cc1ccc(C(CCCCCl)C(=O)O)cc1. Reaction SMILES: [C:1](#[N:2])[c:3]1[cH:4][cH:5][c:6]([CH2:9][C:10](=[O:11])[OH:12])[cH:7][cH:8]1.[CH3:14][Si:15]([N-:16][Si:17]([CH3:18])([CH3:19])[CH3:20])([CH3:21])[CH3:22].[Cl:23][CH2:24][CH2:25][CH2:26][CH2:27][I:28].[Na+:13]>>[C:1](#[N:2])[c:3]1[cH:4][cH:5][c:6]([CH:9]([C:10](=[O:11])[OH:12])[CH2:27][CH2:26][CH2:25][CH2:24][Cl:23])[cH:7][cH:8]1. Reactants: N#Cc1ccc(CC(=O)O)cc1, C[Si](C)(C)[N-][Si](C)(C)C, ClCCCCI, [Na+]. Reactants: solution, ice, BrCCCCCBr (1,5-dibromopentane), S1C(=CC=C1)[Li] (2-thienyllithium). The solvent is C1CCOC1 (THF), C1CCOC1 (THF). Reaction conditions: time 1 hour. The product is BrCCCCCC=1SC=CC1 (1-bromo-5-(2-thienyl) pentane). Yield: 53.0%. Reaction SMILES: Br[CH2:2][CH2:3][CH2:4][CH2:5][CH2:6][Br:7].[S:8]1[CH:12]=[CH:11][CH:10]=[C:9]1[Li]>C1COCC1>[Br:7][CH2:6][CH2:5][CH2:4][CH2:3][CH2:2][C:9]1[S:8][CH:12]=[CH:11][CH:10]=1. Procedure details: To a stirred solution of 1,5-dibromopentane (23.00 g, 0.1 mol) in THF (100 ml) at -60° C. under N2, was slowly added, during 30 min., 100 ml (0.10 mol) of a 1.0M solution of 2-thienyllithium in THF (Aldrich). Stirring was continued for 1 h at -60° C. After gradual warming to room temperature, the mixture was stirred for 2 h and slowly poured over a bed of ice (ca. 200 g). The organic layer was separated and the aqueous layer was extracted with Et2O (2×100 ml). The combined organic layer and the ... Starting materials: O (water), C([O-])([O-])=O.[Cs+].[Cs+] (Caesium carbonate), OCCC1=CC=C(C=C1)O (4-(2-hydroxyethyl)phenol), BrCC(OCC)OCC (2-bromo-1,1-diethoxyethane). Run in CN(C)C=O (DMF). Reaction conditions: temperature 90 celsius. Yields the product CCCC(C)C (isohexane), C(C)OC(COC1=CC=C(C=C1)CCO)OCC (2-(4-(2,2-Diethoxyethoxy)phenyl)ethanol). As a reaction SMILES: C(=O)([O-])[O-].[Cs+].[Cs+].[OH:7][CH2:8][CH2:9][C:10]1[CH:15]=[CH:14][C:13]([OH:16])=[CH:12][CH:11]=1.Br[CH2:18][CH:19]([O:23][CH2:24][CH3:25])[O:20][CH2:21][CH3:22].O>CN(C=O)C>[CH3:13][CH2:12][CH2:11][CH:10]([CH3:15])[CH3:9].[CH2:21]([O:20][CH:19]([O:23][CH2:24][CH3:25])[CH2:18][O:16][C:13]1[CH:14]=[CH:15][C:10]([CH2:9][CH2:8][OH:7])=[CH:11][CH:12]=1)[CH3:22] |f:0.1.2|. Reported procedure: Caesium carbonate (28.3 g) was added to a solution of 4-(2-hydroxyethyl)phenol (10 g) and 2-bromo-1,1-diethoxyethane (11.79 mL) in DMF (150 mL). The resulting suspension was heated at 90° C. for 16 h. The reaction was poured into water (500 mL). The aqueous phase was extracted with ethyl acetate (3×200 mL). The combined organic solutions were washed with water (200 mL) and brine (200 mL), then dried over magnesium sulfate, filtered and evaporated in vacuo. Purification was by silica gel chromato... Starting materials: [BH4-], O=C(n1ccnc1)n1ccnc1, C1CCOC1, Cl, Nc1c(Cl)cc(CC(CC(=O)N2CCC(N3CCc4ccccc4NC3=O)CC2)C(=O)O)cc1C(F)(F)F, [Na+], O. The product is Nc1c(Cl)cc(CC(CO)CC(=O)N2CCC(N3CCc4ccccc4NC3=O)CC2)cc1C(F)(F)F. RXN SMILES: [BH4-:51].[C:39]([n:40]1[cH:41][cH:42][n:43][cH:44]1)([n:45]1[cH:46][cH:47][n:48][cH:49]1)=[O:50].[CH2:54]1[O:55][CH2:56][CH2:57][CH2:58]1.[ClH:53].[NH2:1][c:2]1[c:3]([Cl:38])[cH:4][c:5]([CH2:6][CH:7]([C:8](=[O:9])[OH:10])[CH2:11][C:12]([N:13]2[CH2:14][CH2:15][CH:16]([N:19]3[C:20](=[O:30])[NH:21][c:22]4[c:23]([cH:26][cH:27][cH:28][cH:29]4)[CH2:24][CH2:25]3)[CH2:17][CH2:18]2)=[O:31])[cH:32][c:33]1[C:34]([F:35])([F:36])[F:37].[Na+:52].[OH2:59]>>[NH2:1][c:2]1[c:3]([Cl:38])[cH:4][c:5]([CH2:6][CH:7]([CH2:8][OH:9])[CH2:11][C:12]([N:13]2[CH2:14][CH2:15][CH:16]([N:19]3[C:20](=[O:30])[NH:21][c:22]4[c:23]([cH:26][cH:27][cH:28][cH:29]4)[CH2:24][CH2:25]3)[CH2:17][CH2:18]2)=[O:31])[cH:32][c:33]1[C:34]([F:35])([F:36])[F:37]. Starting materials: C(C)(=O)C1=C(C(C(=C(C1=O)C)C)=O)NC1=CC=CC=C1 (3-acetyl-2-anilino-5,6-dimethyl-1,4-benzoquinone), [BH4-].[Na+] (sodium borohydride), O1CCCC1.O (tetrahydrofuran water), Cl (hydrochloric acid), I(=O)(=O)(=O)[O-].[Na+] (sodium periodate). Run in C(C)(=O)OCC (ethyl acetate), O (water), CO (methanol). Conditions: time 10 minute. Yields the product C(C1=CC=CC=C1)NC=1C(C(=C(C(C1)=O)C)C)=O (Benzylamino-5,6-dimethyl-1,4-benzoquinone). Yield: 54.0%. As a reaction SMILES: C([C:4]1[C:9](=[O:10])[C:8]([CH3:11])=[C:7]([CH3:12])[C:6](=[O:13])[C:5]=1[NH:14][C:15]1[CH:20]=[CH:19][CH:18]=[CH:17][CH:16]=1)(=O)C.[BH4-].[Na+].Cl.I([O-])(=O)(=O)=O.[Na+].O1CCC[CH2:31]1.O>CO.O.C(OCC)(=O)C>[CH2:15]([NH:14][C:5]1[C:6](=[O:13])[C:7]([CH3:12])=[C:8]([CH3:11])[C:9](=[O:10])[CH:4]=1)[C:20]1[CH:19]=[CH:18][CH:17]=[CH:16][CH:31]=1 |f:1.2,4.5,6.7|. Procedure details: To a stirred solution of the 3-acetyl-2-anilino-5,6-dimethyl-1,4-benzoquinone (700 mg, 2.6 mmol) in tetrahydrofuran-water (5:4, 12.5 mL) was added sodium borohydride (197 mg, 5.2 mmol) at room temperature. The mixture was stirred at room temperature for 10 minutes. 1N hydrochloric acid (1 mL) and ethyl acetate (50 mL) were added and the mixture was stirred for 10 minutes. The organic layer was washed with sodium bicarbonate solution and brine. The solution was dried over magnesium sulfate and co... Starting materials: CC(C)[Si](OCCCBr)(C(C)C)C(C)C, O=C([O-])[O-], CCOC(=O)c1[nH]c2ccncc2c1Nc1ccc(I)cc1F, [Cs+], [Cs+], CN(C)C=O, O. Yields the product CCOC(=O)c1c(Nc2ccc(I)cc2F)c2cnccc2n1CCCO[Si](C(C)C)(C(C)C)C(C)C. RXN SMILES: [Br:1][CH2:2][CH2:3][CH2:4][O:5][Si:6]([CH:7]([CH3:8])[CH3:9])([CH:10]([CH3:11])[CH3:12])[CH:13]([CH3:14])[CH3:15].[C:39](=[O:40])([O-:41])[O-:42].[CH2:16]([CH3:17])[O:18][C:19](=[O:20])[c:21]1[c:22]([NH:30][c:31]2[c:32]([F:38])[cH:33][c:34]([I:37])[cH:35][cH:36]2)[c:23]2[cH:24][n:25][cH:26][cH:27][c:28]2[nH:29]1.[Cs+:43].[Cs+:44].[O:45]=[CH:46][N:47]([CH3:48])[CH3:49].[OH2:50]>>[CH2:2]([CH2:3][CH2:4][O:5][Si:6]([CH:7]([CH3:8])[CH3:9])([CH:10]([CH3:11])[CH3:12])[CH:13]([CH3:14])[CH3:15])[n:29]1[c:21]([C:19]([O:18][CH2:16][CH3:17])=[O:20])[c:22]([NH:30][c:31]2[c:32]([F:38])[cH:33][c:34]([I:37])[cH:35][cH:36]2)[c:23]2[cH:24][n:25][cH:26][cH:27][c:28]21.